Dataset: the Open Reaction Database (ORD), a public repository of structured organic reaction records. Task: describe an organic reaction: reactants, conditions, products, and yield Reactants: OC1=C(C=CC=C1)CC(=O)OC (methyl 2-hydroxyphenylacetate), BrCC(C)=O (bromoacetone), C([O-])([O-])=O.[K+].[K+] (potassium carbonate). Solvent: CN(C=O)C (dimethylformamide). Yields the product O=C(COC1=C(C=CC=C1)CC(=O)OC)C (Methyl 2-(2-oxopropoxy)phenylacetate). RXN SMILES: [OH:1][C:2]1[CH:7]=[CH:6][CH:5]=[CH:4][C:3]=1[CH2:8][C:9]([O:11][CH3:12])=[O:10].Br[CH2:14][C:15](=[O:17])[CH3:16].C(=O)([O-])[O-].[K+].[K+]>CN(C)C=O>[O:17]=[C:15]([CH3:16])[CH2:14][O:1][C:2]1[CH:7]=[CH:6][CH:5]=[CH:4][C:3]=1[CH2:8][C:9]([O:11][CH3:12])=[O:10] |f:2.3.4|. Procedure: Following a procedure similar to that described in Preparation 3, but using 15.6 g of methyl 2-hydroxyphenylacetate, 34 g of bromoacetone, 25 g of potassium carbonate and 170 ml of dimethylformamide, the title compound was obtained having an Rf=0.39 (thin layer chromatography over silica gel, using a 3:1 by volume mixture of hexane and ethyl acetate as the developing solvent). Reactants: COC(=O)C1(CCCCC1)NC(=O)OCC=1OC=CC1 (1-[[(2-furanylmethoxy)carbonyl]amino]cyclohexanecarboxylic acid methyl ester), [OH-].[Na+] (sodium hydroxide). The solvent is O1CCCC1 (tetrahydrofuran). Conditions: time 18 hour. Yields the product O1C(=CC=C1)COC(=O)NC1(CCCCC1)C(=O)O (1-[[(2-Furanylmethoxy)carbonyl]amino]cyclohexanecarboxylic acid). The yield is 74.4%. As a reaction SMILES: C[O:2][C:3]([C:5]1([NH:11][C:12]([O:14][CH2:15][C:16]2[O:17][CH:18]=[CH:19][CH:20]=2)=[O:13])[CH2:10][CH2:9][CH2:8][CH2:7][CH2:6]1)=[O:4].[OH-].[Na+]>O1CCCC1>[O:17]1[CH:18]=[CH:19][CH:20]=[C:16]1[CH2:15][O:14][C:12]([NH:11][C:5]1([C:3]([OH:4])=[O:2])[CH2:10][CH2:9][CH2:8][CH2:7][CH2:6]1)=[O:13] |f:1.2|. Reported procedure: 28.13 g (0.1 mol) of 1-[[(2-furanylmethoxy)carbonyl]amino]cyclohexanecarboxylic acid methyl ester was added to a mixture solution of 150 ml of 2N aqueous sodium hydroxide solution and 200 ml of tetrahydrofuran, and the mixture was heated under reflux for 18 hours. After the solvent was distilled off, water was added to the residue and the mixture was washed with diethyl ether. After potassium hydrogensulfate was added to the aqueous layer to acidify it, the mixture was extracted with ethyl aceta... The reactants are COC(=O)c1ccc(CSC(C)=O)cc1, C[O-], CO, [Cl-], Cc1ccc([N+](=O)[O-])c(F)c1, [NH4+], [Na+]. Yields the product COC(=O)c1ccc(CSc2cc(C)ccc2[N+](=O)[O-])cc1. Reaction SMILES: [C:1](=[O:2])([CH3:3])[S:4][CH2:5][c:6]1[cH:7][cH:8][c:9]([C:10](=[O:11])[O:12][CH3:13])[cH:14][cH:15]1.[CH3:16][O-:17].[CH3:32][OH:33].[Cl-:30].[F:19][c:20]1[cH:21][c:22]([CH3:29])[cH:23][cH:24][c:25]1[N+:26](=[O:27])[O-:28].[NH4+:31].[Na+:18]>>[S:4]([CH2:5][c:6]1[cH:7][cH:8][c:9]([C:10](=[O:11])[O:12][CH3:13])[cH:14][cH:15]1)[c:20]1[cH:21][c:22]([CH3:29])[cH:23][cH:24][c:25]1[N+:26](=[O:27])[O-:28]. Reactants: C(C1=CC=CC=C1)OC[C@@H](C[C@@H](CO)NC(OC(C)(C)C)=O)C(C)C (tert-butyl (3(S)-benzyloxymethyl-1(S)-hydroxymethyl-4-methyl-pentyl)carbamate), COC(=C)C (2-methoxypropene), C(O)([O-])=O.[Na+] (sodium hydrogencarbonate), O.C1(=CC=C(C=C1)S(=O)(=O)O)C (p-toluenesulphonic acid monohydrate). Run in ClCCl (dichloromethane). Conditions: time 16 hour. Product: C(C1=CC=CC=C1)OC[C@@H](C[C@@H]1N(C(OC1)(C)C)C(=O)OC(C)(C)C)C(C)C (tert-Butyl 4(S)-(2(S)-benzyloxymethyl-3-methylbutyl)-2,2-dimethyloxazolidine-3-carboxylate), SiO2. Reaction SMILES: [CH2:1]([O:8][CH2:9][C@H:10]([CH:23]([CH3:25])[CH3:24])[CH2:11][C@H:12]([NH:15][C:16](=[O:22])[O:17][C:18]([CH3:21])([CH3:20])[CH3:19])[CH2:13][OH:14])[C:2]1[CH:7]=[CH:6][CH:5]=[CH:4][CH:3]=1.O.[C:27]1(C)[CH:32]=CC(S(O)(=O)=O)=C[CH:28]=1.COC(C)=C.C(=O)([O-])O.[Na+]>ClCCl>[CH2:1]([O:8][CH2:9][C@H:10]([CH:23]([CH3:25])[CH3:24])[CH2:11][C@H:12]1[CH2:13][O:14][C:27]([CH3:32])([CH3:28])[N:15]1[C:16]([O:17][C:18]([CH3:19])([CH3:20])[CH3:21])=[O:22])[C:2]1[CH:3]=[CH:4][CH:5]=[CH:6][CH:7]=1 |f:1.2,4.5|. Procedure details: The solution of 3.51 g of tert-butyl (3(S)-benzyloxymethyl-1(S)-hydroxymethyl-4-methyl-pentyl)carbamate in 20 ml of dichloromethane is cooled to 0° C. and admixed successively with 0.076 g of p-toluenesulphonic acid monohydrate and 2.6 ml of 2-methoxypropene. The reaction mixture is stirred at room temperature for another 16 hours and subsequently poured onto 1M sodium hydrogencarbonate solution, extracted with tert-butyl methyl ether (2×). The combined organic phases are washed with brine, drie... The reactants are ClC1=CC=C(CCl)C=C1 (4-chlorobenzyl chloride), N1(C=NC=C1)CCCNC(CO)(C)C (2-[3-(imidazol-1-yl)propylamino]-2-methyl-1-propanol), [H-].[Na+] (sodium hydride), C1(=CC=CC=C1)C (Toluene). The solvent is CC(=O)N(C)C (dimethyl acetamide), CC(=O)N(C)C (dimethyl acetamide), CC(=O)N(C)C (dimethyl acetamide). Conditions: temperature 30 celsius, time 45 minute. Product: ClC1=CC=C(COCC(C)(C)NCCCN2C=NC=C2)C=C1 (N-[2-(4-chlorobenzyloxy)-1,1-dimethylethyl]-3-(imidazol-1-yl)propylamine). Reaction SMILES: [N:1]1([CH2:6][CH2:7][CH2:8][NH:9][C:10]([CH3:14])([CH3:13])[CH2:11][OH:12])[CH:5]=[CH:4][N:3]=[CH:2]1.[H-].[Na+].[Cl:17][C:18]1[CH:25]=[CH:24][C:21]([CH2:22]Cl)=[CH:20][CH:19]=1.C1(C)C=CC=CC=1>CC(N(C)C)=O>[Cl:17][C:18]1[CH:25]=[CH:24][C:21]([CH2:22][O:12][CH2:11][C:10]([NH:9][CH2:8][CH2:7][CH2:6][N:1]2[CH:5]=[CH:4][N:3]=[CH:2]2)([CH3:14])[CH3:13])=[CH:20][CH:19]=1 |f:1.2|. Procedure details: A solution of 2-[3-(imidazol-1-yl)propylamino]-2-methyl-1-propanol (1.5 g) in dimethyl acetamide (10 ml) was added dropwise to a stirred suspension of sodium hydride (0.32 g of a 60% dispersion in mineral oil) in dimethyl acetamide (15 ml) at 30° C. under nitrogen. The mixture was stirred for 45 minutes at 30° C. and then a solution of 4-chlorobenzyl chloride (1.63 g) in dimethyl acetamide (5 ml) was added. After the addition, the mixture was heated at 100-105° C. for 30 minutes and then cooled ... Starting materials: ClC1=CC=C(C=C1)C=1N(C(=C(C1C=1C=C(C=C(C1)F)N1CCN(CC1)C1=CC=C(C=C1)NS(=O)(=O)C1=CC(=C(C=C1)N[C@H](CCN1CCC(CC1)C(=O)OC(CC)P(O)(O)=O)CSC1=CC=CC=C1)S(=O)(=O)C(F)(F)F)S(=O)(=O)C)C)C(C)C (1-((R)-(3-(4-(N-(4-(4-(3-(2-(4-chlorophenyl)-1-isopropyl-5-methyl-4-(methylsulfonyl)-1H-pyrrol-3-yl)-5-fluorophenyl)piperazin-1-yl)phenyl)sulfamoyl)-2-(trifluoromethylsulfonyl)phenylamino)-4-(phenylthio)butyl)piperidine-4-carbonyloxy)propylphosphonic acid), OC(CP(OC)(OC)=O)C (dimethyl 2-hydroxypropylphosphonate). Product: ClC1=CC=C(C=C1)C=1N(C(=C(C1C=1C=C(C=C(C1)F)N1CCN(CC1)C1=CC=C(C=C1)NS(=O)(=O)C1=CC(=C(C=C1)N[C@H](CCN1CCC(CC1)C(=O)OCCCP(O)(O)=O)CSC1=CC=CC=C1)S(=O)(=O)C(F)(F)F)S(=O)(=O)C)C)C(C)C ((R)-3-(1-(3-(4-(N-(4-(4-(3-(2-(4-chlorophenyl)-1-isopropyl-5-methyl-4-(methylsulfonyl)-1H-pyrrol-3-yl)-5-fluorophenyl)piperazin-1-yl)phenyl)sulfamoyl)-2-(trifluoromethylsulfonyl)phenylamino)-4-(phenylthio)butyl)piperidine-4-carbonyloxy)propylphosphonic acid). Reported procedure: 2-(1-((R)-(3-(4-(N-(4-(4-(3-(2-(4-chlorophenyl)-1-isopropyl-5-methyl-4-(methylsulfonyl)-1H-pyrrol-3-yl)-5-fluorophenyl)piperazin-1-yl)phenyl)sulfamoyl)-2-(trifluoromethylsulfonyl)phenylamino)-4-(phenylthio)butyl)piperidine-4-carbonyloxy)propylphosphonic acid (17). 17 was prepared from 13 and dimethyl 2-hydroxypropylphosphonate according to general procedure V. 1H NMR (300 MHz, CD3OD): δ 7.97 (d, J=2.1 Hz, 1H), 7.73 (d, J=9.2 Hz, 1H), 7.36-7.08 (m, 13H), 6.85-6.43 (m, 4H), 5.26 (s, 1H), 4.54-4.44... RXN SMILES: [Cl:1][C:2]1[CH:7]=[CH:6][C:5]([C:8]2[N:9]([CH:82]([CH3:84])[CH3:83])[C:10]([CH3:81])=[C:11]([S:77]([CH3:80])(=[O:79])=[O:78])[C:12]=2[C:13]2[CH:14]=[C:15]([N:20]3[CH2:25][CH2:24][N:23]([C:26]4[CH:31]=[CH:30][C:29]([NH:32][S:33]([C:36]5[CH:41]=[CH:40][C:39]([NH:42][C@@H:43]([CH2:62][S:63][C:64]6[CH:69]=[CH:68][CH:67]=[CH:66][CH:65]=6)[CH2:44][CH2:45][N:46]6[CH2:51][CH2:50][CH:49]([C:52]([O:54]C(P(=O)(O)O)CC)=[O:53])[CH2:48][CH2:47]6)=[C:38]([S:70]([C:73]([F:76])([F:75])[F:74])(=[O:72])=[O:71])[CH:37]=5)(=[O:35])=[O:34])=[CH:28][CH:27]=4)[CH2:22][CH2:21]3)[CH:16]=[C:17]([F:19])[CH:18]=2)=[CH:4][CH:3]=1.O[CH:86]([CH3:94])[CH2:87][P:88](=[O:93])([O:91]C)[O:89]C>>[Cl:1][C:2]1[CH:7]=[CH:6][C:5]([C:8]2[N:9]([CH:82]([CH3:83])[CH3:84])[C:10]([CH3:81])=[C:11]([S:77]([CH3:80])(=[O:78])=[O:79])[C:12]=2[C:13]2[CH:14]=[C:15]([N:20]3[CH2:21][CH2:22][N:23]([C:26]4[CH:27]=[CH:28][C:29]([NH:32][S:33]([C:36]5[CH:41]=[CH:40][C:39]([NH:42][C@@H:43]([CH2:62][S:63][C:64]6[CH:69]=[CH:68][CH:67]=[CH:66][CH:65]=6)[CH2:44][CH2:45][N:46]6[CH2:47][CH2:48][CH:49]([C:52]([O:54][CH2:94][CH2:86][CH2:87][P:88](=[O:89])([OH:93])[OH:91])=[O:53])[CH2:50][CH2:51]6)=[C:38]([S:70]([C:73]([F:74])([F:76])[F:75])(=[O:71])=[O:72])[CH:37]=5)(=[O:35])=[O:34])=[CH:30][CH:31]=4)[CH2:24][CH2:25]3)[CH:16]=[C:17]([F:19])[CH:18]=2)=[CH:4][CH:3]=1. Product: CCc1nc2ccccc2n1-c1nc(N2CCOCC2)c2nc(C3(O)CCCN(C(=O)OC(C)(C)C)C3)n(C)c2n1. RXN SMILES: [C:1]([CH3:2])([CH3:3])([CH3:4])[O:5][C:6](=[O:7])[N:8]1[CH2:9][C:10]([OH:14])([c:15]2[n:16]([CH3:31])[c:17]3[n:18][c:19]([Cl:30])[n:20][c:21]([N:24]4[CH2:25][CH2:26][O:27][CH2:28][CH2:29]4)[c:22]3[n:23]2)[CH2:11][CH2:12][CH2:13]1.[CH2:32]([CH3:33])[c:34]1[nH:35][c:36]2[c:37]([n:38]1)[cH:39][cH:40][cH:41][cH:42]2.[K+:48].[K+:49].[K+:50].[O:51]1[CH2:52][CH2:53][O:54][CH2:55][CH2:56]1.[O:59]=[C:60]([CH:61]=[CH:62][c:63]1[cH:64][cH:65][cH:66][cH:67][cH:68]1)[CH:69]=[CH:70][c:71]1[cH:72][cH:73][cH:74][cH:75][cH:76]1.[O:77]=[C:78]([CH:79]=[CH:80][c:81]1[cH:82][cH:83][cH:84][cH:85][cH:86]1)[CH:87]=[CH:88][c:89]1[cH:90][cH:91][cH:92][cH:93][cH:94]1.[O:95]=[C:96]([CH:97]=[CH:98][c:99]1[cH:100][cH:101][cH:102][cH:103][cH:104]1)[CH:105]=[CH:106][c:107]1[cH:108][cH:109][cH:110][cH:111][cH:112]1.[P:43]([O-:44])([O-:45])([O-:46])=[O:47].[Pd:57].[Pd:58]>>[C:1]([CH3:2])([CH3:3])([CH3:4])[O:5][C:6](=[O:7])[N:8]1[CH2:9][C:10]([OH:14])([c:15]2[n:16]([CH3:31])[c:17]3[n:18][c:19](-[n:35]4[c:34]([CH2:32][CH3:33])[n:38][c:37]5[c:36]4[cH:42][cH:41][cH:40][cH:39]5)[n:20][c:21]([N:24]4[CH2:25][CH2:26][O:27][CH2:28][CH2:29]4)[c:22]3[n:23]2)[CH2:11][CH2:12][CH2:13]1. Starting materials: Cn1c(C2(O)CCCN(C(=O)OC(C)(C)C)C2)nc2c(N3CCOCC3)nc(Cl)nc21, CCc1nc2ccccc2[nH]1, [K+], [K+], [K+], C1COCCO1, O=C(C=Cc1ccccc1)C=Cc1ccccc1, O=C(C=Cc1ccccc1)C=Cc1ccccc1, O=C(C=Cc1ccccc1)C=Cc1ccccc1, O=P([O-])([O-])[O-], [Pd], [Pd].